From a dataset of the Open Reaction Database (ORD), a public repository of structured organic reaction records. describe an organic reaction: reactants, conditions, products, and yield Reactants: methyl benzenes, O=O (oxygen), C(C)(=O)OC(C)=O (acetic anhydride), C(C1=CC=CC=C1)=O (benzaldehyde). Solvent: CC1=CC=CC=C1 (methyl benzene). The product is C(C)(=O)[O-] (acetate), C=O (paraformaldehyde), C(C)(=O)OC(C)=O (acetic anhydride). Reaction SMILES: O=O.[C:3]([O:6][C:7](=[O:9])[CH3:8])(=[O:5])[CH3:4].[CH:10](=[O:17])C1C=CC=CC=1>CC1C=CC=CC=1>[C:3]([O-:6])(=[O:5])[CH3:4].[CH2:10]=[O:17].[C:3]([O:6][C:7](=[O:9])[CH3:8])(=[O:5])[CH3:4]. Reported procedure: The oxidation of methyl benzenes with air or oxygen in the presence of acetic anhydride, benzaldehyde and an acid catalyst under mild reaction conditions yields a phenolic acetate and formaldehyde or paraformaldehyde when the ratio of acetic anhydride to methyl benzene is adjusted to provide the selective formation of the phenolic acetate and formaldehyde or paraformaldehyde. In this process, it is essential that the flow of air or oxygen through the reaction medium be maintained at a sufficient... Reaction SMILES: [Cl:1][c:2]1[cH:3][c:4]([C:5]#[N:6])[cH:7][c:8]([O:10][CH3:11])[cH:9]1.[ClH:12].[n:13]1[c:14]([CH3:15])[cH:16][c:17]([CH3:18])[cH:19][c:20]1[CH3:21]>>[Cl:1][c:2]1[cH:3][c:4]([C:5]#[N:6])[cH:7][c:8]([OH:10])[cH:9]1. The reactants are COc1cc(Cl)cc(C#N)c1, Cl, Cc1cc(C)nc(C)c1. Product: N#Cc1cc(O)cc(Cl)c1. Starting materials: [H-].[Na+] (NaH), CC(CCNC1=C(C=C(C#N)C=C1)[N+](=O)[O-])C (4-(3-methylbutylamino)-3-nitrobenzonitrile), CI (methyl iodide). Run in CN(C)C=O (DMF). Conditions: time 10 minute. Yields the product [N+](=O)([O-])C1=CC=CC=C1 (nitrobenzene). Reaction SMILES: CC(C)CCN[C:6]1[CH:13]=[CH:12][C:9](C#N)=[CH:8][C:7]=1[N+:14]([O-:16])=[O:15].[H-].[Na+].CI>CN(C=O)C>[N+:14]([C:7]1[CH:8]=[CH:9][CH:12]=[CH:13][CH:6]=1)([O-:16])=[O:15] |f:1.2|. Reported procedure: 1.00 g (4.29 mmole) of 4-(3-methylbutylamino)-3-nitrobenzonitrile was dissolved in 10 mL of DMF, 0.205 g (5.14 mmoles) of NaH was added, and the mixture was stirred for 10 minutes at room temperature. 0.5 mL (5.14 mmole) of methyl iodide was added and the mixture was stirred overnight at room temperature. When the reaction had ended, the solvent was removed under reduced pressure, and water was added to the residue. The mixture was extracted with ethyl acetate. The residue was washed with satura... Starting materials: Compound 4, OCC1CC(N(CC1)C(=O)OC)CC(C)(C1=CC=CC=C1)C (methyl 4-(hydroxymethyl)-2-(2-methyl-2-phenylpropyl)piperidine-1-carboxylate), I(=O)(=O)(=O)[O-].[Na+] (sodium periodate). Reagents/catalysts: [Ru](Cl)(Cl)Cl (ruthenium(III) chloride). The product is COC(=O)N1C(CC(CC1)C(=O)O)CC(C)(C1=CC=CC=C1)C (1-(Methoxycarbonyl)-2-(2-methyl-2-phenylpropyl)piperidine-4-carboxylic acid). The yield is 86.5%. Reaction SMILES: [OH:1][CH2:2][CH:3]1[CH2:8][CH2:7][N:6]([C:9]([O:11][CH3:12])=[O:10])[CH:5]([CH2:13][C:14]([CH3:22])([C:16]2[CH:21]=[CH:20][CH:19]=[CH:18][CH:17]=2)[CH3:15])[CH2:4]1.I([O-])(=O)(=O)=[O:24].[Na+]>[Ru](Cl)(Cl)Cl>[CH3:12][O:11][C:9]([N:6]1[CH2:7][CH2:8][CH:3]([C:2]([OH:24])=[O:1])[CH2:4][CH:5]1[CH2:13][C:14]([CH3:22])([C:16]1[CH:17]=[CH:18][CH:19]=[CH:20][CH:21]=1)[CH3:15])=[O:10] |f:1.2|. Procedure: The compound was prepared as described in Reference Compound 4, Step 5 starting from methyl 4-(hydroxymethyl)-2-(2-methyl-2-phenylpropyl)piperidine-1-carboxylate (8.0 g, 26.2 mmol), sodium periodate (16.8 g, 78.6 mmol) and ruthenium(III) chloride (0.12 g, 0.58 mmol), which resulted in the title compound (7.24 g, 87%). MS m/z 318 (M−H)−.